The task is: describe an organic reaction: reactants, conditions, products, and yield. This data is from the Open Reaction Database (ORD), a public repository of structured organic reaction records. The reactants are CC(C)(C)OC(=O)N1CCc2ncncc2C1, ClCCl, O=C(O)C(F)(F)F. Product: c1ncc2c(n1)CCNC2. Reaction SMILES: [C:1]([O:2][C:3](=[O:4])[N:8]1[CH2:9][c:10]2[c:11]([n:12][cH:13][n:14][cH:15]2)[CH2:16][CH2:17]1)([CH3:5])([CH3:6])[CH3:7].[Cl:25][CH2:26][Cl:27].[OH:18][C:19]([C:20]([F:21])([F:22])[F:23])=[O:24]>>[NH:8]1[CH2:9][c:10]2[c:11]([n:12][cH:13][n:14][cH:15]2)[CH2:16][CH2:17]1. Reactants: CC(=O)N1CCc2c(c(-c3ccc(Br)cc3)nn2CC2CO2)C1, Cc1ccc(Cl)cc1N1CCNCC1, CCO, ClCCl. Product: CC(=O)N1CCc2c(c(-c3ccc(Br)cc3)nn2CC(O)CN2CCN(c3cc(Cl)ccc3C)CC2)C1. As a reaction SMILES: [Br:1][c:2]1[cH:3][cH:4][c:5](-[c:8]2[n:9][n:10]([CH2:20][CH:21]3[O:22][CH2:23]3)[c:11]3[c:12]2[CH2:13][N:14]([C:17]([CH3:18])=[O:19])[CH2:15][CH2:16]3)[cH:6][cH:7]1.[CH3:24][c:25]1[c:26]([N:32]2[CH2:33][CH2:34][NH:35][CH2:36][CH2:37]2)[cH:27][c:28]([Cl:31])[cH:29][cH:30]1.[CH3:38][CH2:39][OH:40].[Cl:41][CH2:42][Cl:43]>>[Br:1][c:2]1[cH:3][cH:4][c:5](-[c:8]2[n:9][n:10]([CH2:20][CH:21]([OH:22])[CH2:23][N:35]3[CH2:34][CH2:33][N:32]([c:26]4[c:25]([CH3:24])[cH:30][cH:29][c:28]([Cl:31])[cH:27]4)[CH2:37][CH2:36]3)[c:11]3[c:12]2[CH2:13][N:14]([C:17]([CH3:18])=[O:19])[CH2:15][CH2:16]3)[cH:6][cH:7]1. Starting materials: NC1=NC(=NC(=N1)OC)C (2-amino-4-methoxy-6-methyl-1,3,5-triazine), C1(=C(C=CC=C1)S(=O)(=O)N=C=O)C1=CC=CC=C1 (2-biphenylylsulfonyl isocyanate). Reagents/catalysts: N12CCN(CC1)CC2 (1,4-diazabicyclo[2,2,2]octane). Run in C=1(C(=CC=CC1)C)C (xylene), C(C)#N (acetonitrile). Reaction conditions: time 5 hour. Product: C1(=C(C=CC=C1)S(=O)(=O)NC(=O)NC1=NC(=NC(=N1)OC)C)C1=CC=CC=C1 (N-2-biphenylylsulfonyl-N'-(4-methoxy-6-methyl-1,3,5-triazin-2-yl) urea). Isolated yield 880.2%. Reaction SMILES: [NH2:1][C:2]1[N:7]=[C:6]([O:8][CH3:9])[N:5]=[C:4]([CH3:10])[N:3]=1.[C:11]1([C:23]2[CH:28]=[CH:27][CH:26]=[CH:25][CH:24]=2)[CH:16]=[CH:15][CH:14]=[CH:13][C:12]=1[S:17]([N:20]=[C:21]=[O:22])(=[O:19])=[O:18]>C(#N)C.C1(C)C(C)=CC=CC=1.N12CCN(CC1)CC2>[C:11]1([C:23]2[CH:24]=[CH:25][CH:26]=[CH:27][CH:28]=2)[CH:16]=[CH:15][CH:14]=[CH:13][C:12]=1[S:17]([NH:20][C:21]([NH:1][C:2]1[N:7]=[C:6]([O:8][CH3:9])[N:5]=[C:4]([CH3:10])[N:3]=1)=[O:22])(=[O:19])=[O:18]. Reported procedure: 14.0 g of 2-amino-4-methoxy-6-methyl-1,3,5-triazine were suspended in 100 ml of dry acetonitrile, and then 0.1 g of 1,4-diazabicyclo[2,2,2]octane was added thereto. To this mixture was added dropwise a solution of 2.5 g of 2-biphenylylsulfonyl isocyanate in 30 ml of xylene over an hour. During this addition, the reaction was accompanied by slight heat generation, and therefore cooling was applied as necessary. After the addition, the reaction was continued at room temperature for 5 hours and the... Reactants: C1CCOC1, C=CCCCN(CC(NC(=O)OC(C)(C)C)C(=O)N1CC(OC)(c2ccc(-c3ccccc3)cc2)CC1C(=O)OC)S(=O)(=O)c1ccccc1[N+](=O)[O-]. The product is C=CCCCN(CC(NC(=O)OC(C)(C)C)C(=O)N1CC(OC)(c2ccc(-c3ccccc3)cc2)CC1C(=O)O)S(=O)(=O)c1ccccc1[N+](=O)[O-]. RXN SMILES: [O:54]1[CH2:55][CH2:56][CH2:57][CH2:58]1.[c:1]1(-[c:48]2[cH:49][cH:50][cH:51][cH:52][cH:53]2)[cH:2][cH:3][c:4]([C:7]2([O:46][CH3:47])[CH2:8][CH:9]([C:42](=[O:43])[O:44][CH3:45])[N:10]([C:12]([CH:13]([CH2:14][N:15]([S:16](=[O:17])(=[O:18])[c:19]3[c:20]([N+:25](=[O:26])[O-:27])[cH:21][cH:22][cH:23][cH:24]3)[CH2:28][CH2:29][CH2:30][CH:31]=[CH2:32])[NH:33][C:34](=[O:35])[O:36][C:37]([CH3:38])([CH3:39])[CH3:40])=[O:41])[CH2:11]2)[cH:5][cH:6]1>>[c:1]1(-[c:48]2[cH:49][cH:50][cH:51][cH:52][cH:53]2)[cH:2][cH:3][c:4]([C:7]2([O:46][CH3:47])[CH2:8][CH:9]([C:42](=[O:43])[OH:44])[N:10]([C:12]([CH:13]([CH2:14][N:15]([S:16](=[O:17])(=[O:18])[c:19]3[c:20]([N+:25](=[O:26])[O-:27])[cH:21][cH:22][cH:23][cH:24]3)[CH2:28][CH2:29][CH2:30][CH:31]=[CH2:32])[NH:33][C:34](=[O:35])[O:36][C:37]([CH3:38])([CH3:39])[CH3:40])=[O:41])[CH2:11]2)[cH:5][cH:6]1. Reactants: C(C=C)ON=C(C(=O)NC1[C@@H]2N(C(=C(CS2)CSC=2SC(=NN2)CNC(=O)OC(C)(C)C)C(=O)O)C1=O)C1=NC(=CC=C1)NC=O (7-[2-allyloxyimino-2-(6-formamidopyridin-2-yl)acetamido]-3-(5-tert-butoxycarbonylaminomethyl-1,3,4-thiadiazol-2-ylthiomethyl)-3-cephem-4-carboxylic acid). Run in C(=O)O (formic acid). Yields the product C(C=C)ON=C(C(=O)NC1[C@@H]2N(C(=C(CS2)CSC=2SC(=NN2)CN)C(=O)O)C1=O)C1=NC(=CC=C1)N (7-[2-allyloxyimino-2-(6-aminopyridin-2-yl)acetamido]-3-(5-aminomethyl-1,3,4-thiadiazol-2-ylthiomethyl)-3-cephem-4-carboxylic acid). Yield: 27.3%. RXN SMILES: [CH2:1]([O:4][N:5]=[C:6]([C:38]1[CH:43]=[CH:42][CH:41]=[C:40]([NH:44]C=O)[N:39]=1)[C:7]([NH:9][CH:10]1[C:36](=[O:37])[N:12]2[C:13]([C:33]([OH:35])=[O:34])=[C:14]([CH2:17][S:18][C:19]3[S:20][C:21]([CH2:24][NH:25]C(OC(C)(C)C)=O)=[N:22][N:23]=3)[CH2:15][S:16][C@H:11]12)=[O:8])[CH:2]=[CH2:3]>C(O)=O>[CH2:1]([O:4][N:5]=[C:6]([C:38]1[CH:43]=[CH:42][CH:41]=[C:40]([NH2:44])[N:39]=1)[C:7]([NH:9][CH:10]1[C:36](=[O:37])[N:12]2[C:13]([C:33]([OH:35])=[O:34])=[C:14]([CH2:17][S:18][C:19]3[S:20][C:21]([CH2:24][NH2:25])=[N:22][N:23]=3)[CH2:15][S:16][C@H:11]12)=[O:8])[CH:2]=[CH2:3]. Procedure details: A solution of 7-[2-allyloxyimino-2-(6-formamidopyridin-2-yl)acetamido]-3-(5-tert-butoxycarbonylaminomethyl-1,3,4-thiadiazol-2-ylthiomethyl)-3-cephem-4-carboxylic acid (syn isomer) (2.7 g) in formic acid (27 ml) was stirred for 2 hours at ambient temperature and evaporated to dryness. To the residue were added methanol (50 ml) and concentrated hydrochloric acid (0.82 g), and the mixture was stirred for an hour at ambient temperature. The solvent was evaporated and the residue was dissolved in wat...